From a dataset of the Open Reaction Database (ORD), a public repository of structured organic reaction records. describe an organic reaction: reactants, conditions, products, and yield Reactants: O=C(CN1CCNCC1)c1ccccc1, O=C(CCl)c1ccc([N+](=O)[O-])cc1, Cl, Cl, [K+], [K+], O=C([O-])[O-], CN(C)C=O. The product is O=C(CN1CCN(CC(=O)c2ccc([N+](=O)[O-])cc2)CC1)c1ccccc1, Cl, Cl. Reaction SMILES: [CH2:16]([C:17](=[O:18])[c:19]1[cH:20][cH:21][cH:22][cH:23][cH:24]1)[N:25]1[CH2:26][CH2:27][NH:28][CH2:29][CH2:30]1.[Cl:1][CH2:2][C:3](=[O:4])[c:5]1[cH:6][cH:7][c:8]([N+:11](=[O:12])[O-:13])[cH:9][cH:10]1.[ClH:14].[ClH:15].[K+:31].[K+:32].[O-:33][C:34]([O-:35])=[O:36].[O:37]=[CH:38][N:39]([CH3:40])[CH3:41]>>[CH2:2]([C:3](=[O:4])[c:5]1[cH:6][cH:7][c:8]([N+:11](=[O:12])[O-:13])[cH:9][cH:10]1)[N:28]1[CH2:27][CH2:26][N:25]([CH2:16][C:17](=[O:18])[c:19]2[cH:20][cH:21][cH:22][cH:23][cH:24]2)[CH2:30][CH2:29]1.[ClH:14].[ClH:1].